Dataset: the Open Reaction Database (ORD), a public repository of structured organic reaction records. Task: describe an organic reaction: reactants, conditions, products, and yield Reactants: C(C)C=1C=CC=C2C=CNC12 (7-ethylindole), [Cl-].BrC=1C=C(C=[N+](C)C)C=CC1 ((3-bromo-benzylidene)-dimethyl-ammonium chloride), BrC=1C=C(C=O)C=CC1 (3-bromo-benzaldehyde), CNC (dimethylamine). Yields the product BrC=1C=C(C=CC1)C(C1=CNC2=C(C=CC=C12)CC)N(C)C ([(3-Bromo-phenyl)-(7-ethyl-1H-indol-3-yl)-methyl]-dimethyl-amine). As a reaction SMILES: [CH2:1]([C:3]1[CH:4]=[CH:5][CH:6]=[C:7]2[C:11]=1[NH:10][CH:9]=[CH:8]2)[CH3:2].[Cl-].[Br:13][C:14]1[CH:15]=[C:16]([CH:21]=[CH:22][CH:23]=1)[CH:17]=[N+:18]([CH3:20])[CH3:19].BrC1C=C(C=CC=1)C=O.CNC>>[Br:13][C:14]1[CH:15]=[C:16]([CH:17]([N:18]([CH3:20])[CH3:19])[C:8]2[C:7]3[C:11](=[C:3]([CH2:1][CH3:2])[CH:4]=[CH:5][CH:6]=3)[NH:10][CH:9]=2)[CH:21]=[CH:22][CH:23]=1 |f:1.2|. Reported procedure: The preparation was carried out in accordance with general synthesis instructions 4 from 7-ethylindole and (3-bromo-benzylidene)-dimethyl-ammonium chloride, which had been prepared in accordance with example 24 from 3-bromo-benzaldehyde and dimethylamine. The reactants are C(C)(=O)O[C@H]1[C@@H](C(N1)=O)NC(C(=NOC)C=1N=C(SC1)NC(CCl)=O)=O ((3S,4S)-4-acetoxy-3-[2-(2-chloroacetamidothiazol-4-yl)-2-methoxyiminoacetamido]-2-oxoazetidine), [N-]=[N+]=[N-].[Na+] (sodium azide), C(C)(=O)OCC (ethyl acetate), [Cl-].[Na+] (sodium chloride). Solvent: CN(C)C=O (DMF), O (water). Conditions: time 15 hour. The product is N(=[N+]=[N-])C1[C@@H](C(N1)=O)NC(C(=NOC)C=1N=C(SC1)NC(CCl)=O)=O ((3S)-4-azido-3-[2-(2-chloroacetamidothiazol-4-yl)-2-methoxyiminoacetamido]-2-oxoazetidine). Isolated yield 55.2%. Reaction SMILES: C([O:4][C@@H:5]1[NH:8][C:7](=O)[C@H:6]1[NH:10][C:11](=[O:26])[C:12]([C:16]1[N:17]=[C:18]([NH:21][C:22](=[O:25])[CH2:23][Cl:24])[S:19][CH:20]=1)=[N:13][O:14][CH3:15])(=O)C.[N-:27]=[N+:28]=[N-:29].[Na+].C(OCC)(=O)C.[Cl-].[Na+]>CN(C=O)C.O>[N:27]([CH:7]1[NH:8][C:5](=[O:4])[C@H:6]1[NH:10][C:11](=[O:26])[C:12]([C:16]1[N:17]=[C:18]([NH:21][C:22](=[O:25])[CH2:23][Cl:24])[S:19][CH:20]=1)=[N:13][O:14][CH3:15])=[N+:28]=[N-:29] |f:1.2,4.5|. Reported procedure: To a solution of 0.380 g of (3S,4S)-4-acetoxy-3-[2-(2-chloroacetamidothiazol-4-yl)-2-methoxyiminoacetamido]-2-oxoazetidine in 1 ml of DMF is added a solution of 0.079 g of sodium azide in 1 ml of water and the mixture is stirred at room temperature for 15 hours. After addition of ethyl acetate and saturated aqueous sodium chloride solution, the organic layer is separated and washed with aqueous sodium chloride, dried over magnesium sulfate, and concentrated under reduced pressure. Purifying the ... The reactants are CC(=O)O[BH-](OC(C)=O)OC(C)=O, Cc1cc(C)c2nc(C)n(Cc3ccc(NCC4CCNCC4)cc3)c2n1, CN1CCC(=O)CC1, ClCCCl, [Na+], [Na+], [OH-]. Yields the product Cc1cc(C)c2nc(C)n(Cc3ccc(NCC4CCN(C5CCN(C)CC5)CC4)cc3)c2n1. RXN SMILES: [C:36]([O:37][BH-:38]([O:39][C:40](=[O:41])[CH3:42])[O:43][C:44](=[O:45])[CH3:46])(=[O:47])[CH3:48].[CH3:1][c:2]1[n:3][c:4]2[c:5]([n:6][c:7]([CH3:11])[cH:8][c:9]2[CH3:10])[n:12]1[CH2:13][c:14]1[cH:15][cH:16][c:17]([NH:20][CH2:21][CH:22]2[CH2:23][CH2:24][NH:25][CH2:26][CH2:27]2)[cH:18][cH:19]1.[CH3:28][N:29]1[CH2:30][CH2:31][C:32](=[O:35])[CH2:33][CH2:34]1.[Cl:52][CH2:53][CH2:54][Cl:55].[Na+:49].[Na+:51].[OH-:50]>>[CH3:1][c:2]1[n:3][c:4]2[c:5]([n:6][c:7]([CH3:11])[cH:8][c:9]2[CH3:10])[n:12]1[CH2:13][c:14]1[cH:15][cH:16][c:17]([NH:20][CH2:21][CH:22]2[CH2:23][CH2:24][N:25]([CH:32]3[CH2:31][CH2:30][N:29]([CH3:28])[CH2:34][CH2:33]3)[CH2:26][CH2:27]2)[cH:18][cH:19]1. Reactants: Cn1ncc(Br)c1CN1CC(c2cc(F)cc(F)c2F)CC1=O, CO. Yields the product Cn1nccc1CN1CC(c2cc(F)cc(F)c2F)CC1=O. As a reaction SMILES: [Br:1][c:2]1[cH:3][n:4][n:5]([CH3:23])[c:6]1[CH2:7][N:8]1[C:9](=[O:22])[CH2:10][CH:11]([c:13]2[c:14]([F:21])[c:15]([F:20])[cH:16][c:17]([F:19])[cH:18]2)[CH2:12]1.[CH3:24][OH:25]>>[cH:2]1[cH:3][n:4][n:5]([CH3:23])[c:6]1[CH2:7][N:8]1[C:9](=[O:22])[CH2:10][CH:11]([c:13]2[c:14]([F:21])[c:15]([F:20])[cH:16][c:17]([F:19])[cH:18]2)[CH2:12]1. The reactants are CS(C)=O, FC(F)(F)c1cc(Cl)nc(Cl)c1, NCc1cccc(F)c1. The product is Fc1cccc(CNc2cc(C(F)(F)F)cc(Cl)n2)c1. As a reaction SMILES: [CH3:22][S:23]([CH3:24])=[O:25].[Cl:1][c:2]1[n:3][c:4]([Cl:12])[cH:5][c:6]([C:8]([F:9])([F:10])[F:11])[cH:7]1.[F:13][c:14]1[cH:15][c:16]([CH2:20][NH2:21])[cH:17][cH:18][cH:19]1>>[c:2]1([NH:21][CH2:20][c:16]2[cH:15][c:14]([F:13])[cH:19][cH:18][cH:17]2)[n:3][c:4]([Cl:12])[cH:5][c:6]([C:8]([F:9])([F:10])[F:11])[cH:7]1. Starting materials: CC1(C(C12C=CC=C2)C(=O)O)C (2,2-dimethylspiro[2,4]hepta-4,6-diene-1-carboxylic acid), C(#C)C(C1=CC(=CC=C1)OC1=CC=CC=C1)O (α-ethynyl-m-phenoxybenzyl alcohol). Product: CC1(C(C12C=CC=C2)C(=O)OC(C2=CC(=CC=C2)OC2=CC=CC=C2)C#C)C (2,2-Dimethylspiro[2,4]hepta-4,6-diene-1-carboxylic acid, α-ethynyl-m-phenoxybenzyl ester). Reaction SMILES: [CH3:1][C:2]1([CH3:12])[C:4]2([CH:8]=[CH:7][CH:6]=[CH:5]2)[CH:3]1[C:9]([OH:11])=[O:10].[C:13]([CH:15](O)[C:16]1[CH:21]=[CH:20][CH:19]=[C:18]([O:22][C:23]2[CH:28]=[CH:27][CH:26]=[CH:25][CH:24]=2)[CH:17]=1)#[CH:14]>>[CH3:1][C:2]1([CH3:12])[C:4]2([CH:8]=[CH:7][CH:6]=[CH:5]2)[CH:3]1[C:9]([O:11][CH:15]([C:13]#[CH:14])[C:16]1[CH:21]=[CH:20][CH:19]=[C:18]([O:22][C:23]2[CH:28]=[CH:27][CH:26]=[CH:25][CH:24]=2)[CH:17]=1)=[O:10]. Procedure details: The procedure of Example 1 is followed using 2,2-dimethylspiro[2,4]hepta-4,6-diene-1-carboxylic acid in place of 2,2-dimethyl-4,5-benzospiro[2,4]hepta-4,6-diene-1-carboxylic acid and α-ethynyl-m-phenoxybenzyl alcohol in place of m-phenoxybenzyl alcohol to give the product as an oil. Procedure: The 2,6-difluoro-N1-(3-(9-(tetrahydro-2H-pyran-2-yl)-9H-purin-6-yl)pyridin-2-yl)benzene-1,3-diamine (20 mg, 0.047 mmol) prepared at Step 9 was added and dissolved into dichloromethane solvent. 4-(trifluoromethyl)benzene sulfonyl chloride (13 mg, 0.052 mmol) and pyridine (8 uL, 0.094 mmol) were added into the reaction solution and stirred at 50° C. for 2 hours. After the reaction, the reactant was washed with 1N aqueous hydrochloric acid solution and salt water. After extraction with dichlorometh... Yield: 97.0%. Yields the product FC1=C(C=CC(=C1NC1=NC=CC=C1C1=C2N=CN(C2=NC=N1)C1OCCCC1)F)NS(=O)(=O)C1=CC=C(C=C1)C(F)(F)F (N-(2,4-difluoro-3-(3-(9-(tetrahydro-2H-pyran-2-yl)-9H-purin-6-yl)pyridin-2-ylamino)phenyl)-4-(trifluoromethyl)benzenesulfonamide). Starting materials: FC1=C(C(=CC=C1N)F)NC1=NC=CC=C1C1=C2N=CN(C2=NC=N1)C1OCCCC1 (2,6-difluoro-N1-(3-(9-(tetrahydro-2H-pyran-2-yl)-9H-purin-6-yl)pyridin-2-yl)benzene-1,3-diamine), target compound, FC(C1=CC=C(C=C1)S(=O)(=O)Cl)(F)F (4-(trifluoromethyl)benzene sulfonyl chloride), N1=CC=CC=C1 (pyridine). Run at temperature 50 celsius, time 2 hour. Solvent: ClCCl (dichloromethane). As a reaction SMILES: [F:1][C:2]1[C:7]([NH2:8])=[CH:6][CH:5]=[C:4]([F:9])[C:3]=1[NH:10][C:11]1[C:16]([C:17]2[N:25]=[CH:24][N:23]=[C:22]3[C:18]=2[N:19]=[CH:20][N:21]3[CH:26]2[CH2:31][CH2:30][CH2:29][CH2:28][O:27]2)=[CH:15][CH:14]=[CH:13][N:12]=1.[F:32][C:33]([F:45])([F:44])[C:34]1[CH:39]=[CH:38][C:37]([S:40](Cl)(=[O:42])=[O:41])=[CH:36][CH:35]=1.N1C=CC=CC=1>ClCCl>[F:1][C:2]1[C:3]([NH:10][C:11]2[C:16]([C:17]3[N:25]=[CH:24][N:23]=[C:22]4[C:18]=3[N:19]=[CH:20][N:21]4[CH:26]3[CH2:31][CH2:30][CH2:29][CH2:28][O:27]3)=[CH:15][CH:14]=[CH:13][N:12]=2)=[C:4]([F:9])[CH:5]=[CH:6][C:7]=1[NH:8][S:40]([C:37]1[CH:36]=[CH:35][C:34]([C:33]([F:32])([F:44])[F:45])=[CH:39][CH:38]=1)(=[O:42])=[O:41].